This data is from the Open Reaction Database (ORD), a public repository of structured organic reaction records. The task is: describe an organic reaction: reactants, conditions, products, and yield Reactants: ClCCl, COCC#Cc1ccc(N)c2c1OCO2, CN([SiH](C)C)[Si](C)(C)C, CCOCC, CCOc1cc2ncc(C#N)c(Cl)c2cc1OC, Cl, [Na], CN(C)C=O, O. The product is CCOc1cc2ncc(C#N)c(Nc3ccc(C#CCOC)c4c3OCO4)c2cc1OC, Cl. Reaction SMILES: [CH2:46]([Cl:47])[Cl:48].[CH3:11][O:12][CH2:13][C:14]#[C:15][c:16]1[c:17]2[c:18]([c:19]([NH2:20])[cH:21][cH:22]1)[O:23][CH2:24][O:25]2.[CH3:1][SiH:2]([CH3:3])[N:4]([CH3:5])[Si:6]([CH3:7])([CH3:8])[CH3:9].[CH3:49][CH2:50][O:51][CH2:52][CH3:53].[Cl:26][c:27]1[c:28]([C:42]#[N:43])[cH:29][n:30][c:31]2[cH:32][c:33]([O:39][CH2:40][CH3:41])[c:34]([O:37][CH3:38])[cH:35][c:36]12.[ClH:44].[Na:10].[O:54]=[CH:55][N:56]([CH3:57])[CH3:58].[OH2:45]>>[CH3:11][O:12][CH2:13][C:14]#[C:15][c:16]1[c:17]2[c:18]([c:19]([NH:20][c:27]3[c:28]([C:42]#[N:43])[cH:29][n:30][c:31]4[cH:32][c:33]([O:39][CH2:40][CH3:41])[c:34]([O:37][CH3:38])[cH:35][c:36]34)[cH:21][cH:22]1)[O:23][CH2:24][O:25]2.[ClH:26]. Reactants: O=C(Oc1ccc([N+](=O)[O-])cc1)OC1CCCC1, CN1CCN(c2cc(-c3ccc4c(c3)CN(C(=O)OC3CCNCC3)CC4)nc(N)n2)CC1. The product is CN1CCN(c2cc(-c3ccc4c(c3)CN(C(=O)OC3CCN(C(=O)OC5CCCC5)CC3)CC4)nc(N)n2)CC1. Reaction SMILES: [C:1]([O:2][CH:3]1[CH2:4][CH2:5][CH2:6][CH2:7]1)([O:8][c:9]1[cH:10][cH:11][c:12]([N+:13]([O-:14])=[O:15])[cH:16][cH:17]1)=[O:18].[NH2:19][c:20]1[n:21][c:22]([N:45]2[CH2:46][CH2:47][N:48]([CH3:51])[CH2:49][CH2:50]2)[cH:23][c:24](-[c:26]2[cH:27][cH:28][c:29]3[c:34]([cH:35]2)[CH2:33][N:32]([C:36](=[O:37])[O:38][CH:39]2[CH2:40][CH2:41][NH:42][CH2:43][CH2:44]2)[CH2:31][CH2:30]3)[n:25]1>>[C:1]([O:2][CH:3]1[CH2:4][CH2:5][CH2:6][CH2:7]1)(=[O:18])[N:42]1[CH2:41][CH2:40][CH:39]([O:38][C:36]([N:32]2[CH2:31][CH2:30][c:29]3[cH:28][cH:27][c:26](-[c:24]4[cH:23][c:22]([N:45]5[CH2:46][CH2:47][N:48]([CH3:51])[CH2:49][CH2:50]5)[n:21][c:20]([NH2:19])[n:25]4)[cH:35][c:34]3[CH2:33]2)=[O:37])[CH2:44][CH2:43]1. Starting materials: ClCCl, CO, O=C(OC(=O)C(F)(F)F)C(F)(F)F, NC(=O)c1cc2c(OCCCN3CCN(c4cc(N5CCCC5)nc(N5CCCC5)n4)CC3)cccc2[nH]1, C1COCCO1, c1ccncc1. The product is N#Cc1cc2c(OCCCN3CCN(c4cc(N5CCCC5)nc(N5CCCC5)n4)CC3)cccc2[nH]1. As a reaction SMILES: [CH2:66]([Cl:67])[Cl:68].[CH3:58][OH:59].[F:45][C:46]([F:47])([F:48])[C:49]([O:50][C:51](=[O:52])[C:53]([F:54])([F:55])[F:56])=[O:57].[N:1]1([c:6]2[n:7][c:8]([N:17]3[CH2:18][CH2:19][N:20]([CH2:23][CH2:24][CH2:25][O:26][c:27]4[c:28]5[cH:29][c:30]([C:36](=[O:37])[NH2:38])[nH:31][c:32]5[cH:33][cH:34][cH:35]4)[CH2:21][CH2:22]3)[cH:9][c:10]([N:12]3[CH2:13][CH2:14][CH2:15][CH2:16]3)[n:11]2)[CH2:2][CH2:3][CH2:4][CH2:5]1.[O:60]1[CH2:61][CH2:62][O:63][CH2:64][CH2:65]1.[cH:39]1[cH:40][cH:41][n:42][cH:43][cH:44]1>>[N:1]1([c:6]2[n:7][c:8]([N:17]3[CH2:18][CH2:19][N:20]([CH2:23][CH2:24][CH2:25][O:26][c:27]4[c:28]5[cH:29][c:30]([C:36]#[N:38])[nH:31][c:32]5[cH:33][cH:34][cH:35]4)[CH2:21][CH2:22]3)[cH:9][c:10]([N:12]3[CH2:13][CH2:14][CH2:15][CH2:16]3)[n:11]2)[CH2:2][CH2:3][CH2:4][CH2:5]1. Reactants: NC1=NC=C(C=C1)Br (2-amino-5-bromopyridine), C[O-].[Na+] (sodium methoxide). Reagents/catalysts: [Cu] (copper). Run in CO (methanol). Reaction conditions: temperature 160 celsius, time 3 day. Product: NC1=NC=C(C=C1)OC (2-amino-5-methoxypyridine). Yield: 41.7%. Reaction SMILES: [NH2:1][C:2]1[CH:7]=[CH:6][C:5](Br)=[CH:4][N:3]=1.[CH3:9][O-:10].[Na+]>CO.[Cu]>[NH2:1][C:2]1[CH:7]=[CH:6][C:5]([O:10][CH3:9])=[CH:4][N:3]=1 |f:1.2|. Reported procedure: Add 2-amino-5-bromopyridine (5.0 g, 29 mmol) to a freshly prepared solution of sodium methoxide (1.3 g, 58 mmol) in methanol (50 mL) and then add copper powder (1.8 g, 2.9 mmol). Heat and stir the mixture in a sealed tube at 160° C. for 3 days. Cool, filter through celite and concentrate under reduced pressure. Dissolve the residue in dichloromethane, then wash with water and saturated aqueous sodium chloride. Dry over magnesium sulfate, concentrate under reduced pressure, and subject the residu...